This data is from the Open Reaction Database (ORD), a public repository of structured organic reaction records. The task is: describe an organic reaction: reactants, conditions, products, and yield Starting materials: C(C)(C)(C)OC(NC1=C(C=C(C(=C1)N(CC)CC)C#N)[N+](=O)[O-])=O ((4-cyano-5-diethylamino-2-nitro-phenyl)-carbamic acid tert-butyl ester), O.O.Cl[Sn]Cl (SnCl2.2H2O). Product: C(C)(C)(C)OC(NC1=C(C=C(C(=C1)N(CC)CC)C#N)N)=O ((2-Amino-4-cyano-5-diethylamino-phenyl)-carbamic acid tert-butyl ester), solid. Yield: 91.0%. As a reaction SMILES: [C:1]([O:5][C:6](=[O:24])[NH:7][C:8]1[CH:13]=[C:12]([N:14]([CH2:17][CH3:18])[CH2:15][CH3:16])[C:11]([C:19]#[N:20])=[CH:10][C:9]=1[N+:21]([O-])=O)([CH3:4])([CH3:3])[CH3:2].O.O.Cl[Sn]Cl>>[C:1]([O:5][C:6](=[O:24])[NH:7][C:8]1[CH:13]=[C:12]([N:14]([CH2:17][CH3:18])[CH2:15][CH3:16])[C:11]([C:19]#[N:20])=[CH:10][C:9]=1[NH2:21])([CH3:3])([CH3:4])[CH3:2] |f:1.2.3|. Reported procedure: The title compound was prepared from (4-cyano-5-diethylamino-2-nitro-phenyl)-carbamic acid tert-butyl ester (Example C27) (1.66 g, 4.96 mmol) by reduction with SnCl2.2H2O according to the general procedure J (method b). Obtained as an off-white solid (1.38 g, 91%). Starting materials: Cc1cc(C)cc(-c2[nH]c3ccc(C(C)(C)C(=O)N4C5CCC4CC5)cc3c2C(C)CNS(=O)(=O)c2ccc([N+](=O)[O-])cc2[N+](=O)[O-])c1, CCOC(=O)N=NC(=O)OCC, c1ccc(P(c2ccccc2)c2ccccc2)cc1, OCCc1ccc(-n2cnnc2)cc1. The product is Cc1cc(C)cc(-c2[nH]c3ccc(C(C)(C)C(=O)N4C5CCC4CC5)cc3c2C(C)CNCCc2ccc(-n3cnnc3)cc2)c1. RXN SMILES: [CH:1]12[CH2:2][CH2:3][CH:4]([CH2:5][CH2:6]1)[N:7]2[C:8]([C:9]([CH3:10])([CH3:11])[c:12]1[cH:13][c:14]2[c:15]([CH:29]([CH2:30][NH:31][S:32]([c:33]3[cH:34][cH:35][c:36]([N+:37]([O-:38])=[O:39])[cH:40][c:41]3[N+:42]([O-:43])=[O:44])(=[O:45])=[O:46])[CH3:47])[c:16](-[c:21]3[cH:22][c:23]([CH3:28])[cH:24][c:25]([CH3:27])[cH:26]3)[nH:17][c:18]2[cH:19][cH:20]1)=[O:48].[O:82]=[C:83]([O:84][CH2:85][CH3:86])[N:87]=[N:88][C:89]([O:90][CH2:91][CH3:92])=[O:93].[c:63]1([P:64]([c:65]2[cH:66][cH:67][cH:68][cH:69][cH:70]2)[c:71]2[cH:72][cH:73][cH:74][cH:75][cH:76]2)[cH:77][cH:78][cH:79][cH:80][cH:81]1.[n:49]1[n:50][cH:51][n:52](-[c:54]2[cH:55][cH:56][c:57]([CH2:60][CH2:61][OH:62])[cH:58][cH:59]2)[cH:53]1>>[CH:1]12[CH2:2][CH2:3][CH:4]([CH2:5][CH2:6]1)[N:7]2[C:8]([C:9]([CH3:10])([CH3:11])[c:12]1[cH:13][c:14]2[c:15]([CH:29]([CH2:30][NH:31][CH2:61][CH2:60][c:57]3[cH:56][cH:55][c:54](-[n:52]4[cH:51][n:50][n:49][cH:53]4)[cH:59][cH:58]3)[CH3:47])[c:16](-[c:21]3[cH:22][c:23]([CH3:28])[cH:24][c:25]([CH3:27])[cH:26]3)[nH:17][c:18]2[cH:19][cH:20]1)=[O:48]. The reactants are O (water), [OH-].[Na+] (sodium hydroxide), COC(=O)C1=C(C=2N(C=3C=CC(=CC3C2O1)OC)C1=CC=CC=C1)O (3-hydroxy-7-methoxy-4-phenyl-4H-furo[3,2-b]indole-2-carboxylic methyl ester). Solvent: CN(C=O)C (N,N-dimethylformamide). Product: COC1=CC=2C3=C(N(C2C=C1)C1=CC=CC=C1)C(CO3)=O (7-Methoxy-4-phenyl-2H-furo[3,2-b]indole-3(4H)-one). Yield: 47.1%. Reaction SMILES: COC([C:5]1[O:16][C:15]2[C:14]3[CH:13]=[C:12]([O:17][CH3:18])[CH:11]=[CH:10][C:9]=3[N:8]([C:19]3[CH:24]=[CH:23][CH:22]=[CH:21][CH:20]=3)[C:7]=2[C:6]=1[OH:25])=O.O.[OH-].[Na+]>CN(C)C=O>[CH3:18][O:17][C:12]1[CH:11]=[CH:10][C:9]2[N:8]([C:19]3[CH:24]=[CH:23][CH:22]=[CH:21][CH:20]=3)[C:7]3[C:6](=[O:25])[CH2:5][O:16][C:15]=3[C:14]=2[CH:13]=1 |f:2.3|. Procedure details: A mixture of 39.0 g (0.12 mole) of 3-hydroxy-7-methoxy-4-phenyl-4H-furo[3,2-b]indole-2-carboxylic methyl ester (Preparation described in U.S. Pat. Application Serial Number 369,448 now issued as U.S. Pat. No. 4,503,236) in 195 ml of N,N-dimethylformamide and 80 ml of water was treated with 40 ml of 50% aqueous sodium hydroxide, After heating on the steam bath for two hours, the product was isolated as described in Example V above. Recrystallization from 2-methoxyethanol/N,N-dimethylformamide yie... Reaction SMILES: [Br:19][N:20]1[C:21](=[O:22])[CH2:23][CH2:24][C:25]1=[O:26].[CH3:27][C:28](=[O:29])[OH:30].[OH:1][N:2]1[C:3](=[O:18])[c:4]2[cH:5][cH:6][cH:7][c:8]3[c:9]2[c:10]([cH:13][c:14]([O:16][CH3:17])[cH:15]3)[C:11]1=[O:12]>>[OH:1][N:2]1[C:3](=[O:18])[c:4]2[cH:5][cH:6][cH:7][c:8]3[c:9]2[c:10]([cH:13][c:14]([O:16][CH3:17])[c:15]3[Br:19])[C:11]1=[O:12]. The reactants are O=C1CCC(=O)N1Br, CC(=O)O, COc1cc2c3c(cccc3c1)C(=O)N(O)C2=O. Product: COc1cc2c3c(cccc3c1Br)C(=O)N(O)C2=O. Reactants: C(C)P(OC)(=O)C1=C(C=CC(=C1)OC1=NC=C(C=C1Cl)Cl)[N+](=O)[O-] (methyl P-ethyl-2-nitro-5-(3,5-dichloro-2-pyridyloxy)phenylphosphinate), [OH-].[K+] (potassium hydroxide). Run in CO (methanol). Product: C(C)P(O)(=O)C1=C(C=CC(=C1)OC1=NC=C(C=C1Cl)Cl)[N+](=O)[O-] (P-ethyl-2-nitro-5-(3,5-dichloro-2-pyridyloxy)phenyl-phosphinic acid). RXN SMILES: [CH2:1]([P:3]([C:7]1[CH:12]=[C:11]([O:13][C:14]2[C:19]([Cl:20])=[CH:18][C:17]([Cl:21])=[CH:16][N:15]=2)[CH:10]=[CH:9][C:8]=1[N+:22]([O-:24])=[O:23])(=[O:6])[O:4]C)[CH3:2].[OH-].[K+]>CO>[CH2:1]([P:3]([C:7]1[CH:12]=[C:11]([O:13][C:14]2[C:19]([Cl:20])=[CH:18][C:17]([Cl:21])=[CH:16][N:15]=2)[CH:10]=[CH:9][C:8]=1[N+:22]([O-:24])=[O:23])(=[O:4])[OH:6])[CH3:2] |f:1.2|. Procedure details: A mixture of methyl P-ethyl-2-nitro-5-(3,5-dichloro-2-pyridyloxy)phenylphosphinate (0.6 g.), methanol (10 ml.) and 5% aqueous potassium hydroxide (10 ml.) is heated to 90° for 15 min. The basic aqueous solution is acidified and extracted with ether. The combined ether extracts are washed and dried and the solvent is evaporated off to give P-ethyl-2-nitro-5-(3,5-dichloro-2-pyridyloxy)phenyl-phosphinic acid. The reactants are CC(=O)OC(C)=O, CC#N, CC(C#N)(O[Si](C)(C)C)C1CC1, O=S(=O)([O-])C(F)(F)F, O=S(=O)([O-])C(F)(F)F, O=S(=O)([O-])C(F)(F)F, [Sc+3]. Yields the product CC(=O)OC(C)(C#N)C1CC1. As a reaction SMILES: [CH3:13][C:14](=[O:15])[O:16][C:17](=[O:18])[CH3:19].[CH3:20][C:21]#[N:22].[CH:1]1([C:4]([C:5]#[N:6])([CH3:7])[O:8][Si:9]([CH3:10])([CH3:11])[CH3:12])[CH2:2][CH2:3]1.[F:23][C:24]([F:25])([F:26])[S:27]([O-:28])(=[O:29])=[O:30].[F:32][C:33]([F:34])([F:35])[S:36]([O-:37])(=[O:38])=[O:39].[F:40][C:41]([F:42])([F:43])[S:44]([O-:45])(=[O:46])=[O:47].[Sc+3:31]>>[CH:1]1([C:4]([C:5]#[N:6])([CH3:7])[O:8][C:14]([CH3:13])=[O:15])[CH2:2][CH2:3]1. Starting materials: FC(C(=O)O)(F)F (Trifluoroacetic acid), N([C@@H](CC(C)C)C(=O)N1[C@H](C(=O)OC(C)(C)C)CCCC1)C(=O)OCC1=CC=CC=C1 (CBZ-L-Leu-L-Pip-OtBu), C(Cl)(Cl)(Cl)Cl (CCl4). Run in C(Cl)Cl (CH2Cl2). The product is N([C@@H](CC(C)C)C(=O)N1[C@H](C(=O)O)CCCC1)C(=O)OCC1=CC=CC=C1 (CBZ-L-Leu-L-Pip). RXN SMILES: FC(F)(F)C(O)=O.[NH:8]([C:29]([O:31][CH2:32][C:33]1[CH:38]=[CH:37][CH:36]=[CH:35][CH:34]=1)=[O:30])[C@H:9]([C:14]([N:16]1[CH2:28][CH2:27][CH2:26][CH2:25][C@H:17]1[C:18]([O:20]C(C)(C)C)=[O:19])=[O:15])[CH2:10][CH:11]([CH3:13])[CH3:12].C(Cl)(Cl)(Cl)Cl>C(Cl)Cl>[NH:8]([C:29]([O:31][CH2:32][C:33]1[CH:34]=[CH:35][CH:36]=[CH:37][CH:38]=1)=[O:30])[C@H:9]([C:14]([N:16]1[CH2:28][CH2:27][CH2:26][CH2:25][C@H:17]1[C:18]([OH:20])=[O:19])=[O:15])[CH2:10][CH:11]([CH3:13])[CH3:12]. Procedure: Trifluoroacetic acid (3 mL) was added to a solution of CBZ-L-Leu-L-Pip-OtBu (0.57 g, 1.3 mmol) in CH2Cl2 (6 mL) at 23° C. The reaction mixture was stirred at 23° C. for 1.5 h after which CCl4 (6 mL) was added. The volatiles were then removed under reduced pressure to afford crude CBZ-L-Leu-L-Pip as a colorless oil. The crude acid thus obtained was immediately utilized in the following coupling procedure. Reactants: CCOC(=O)C(=O)c1ccc(OCC(=O)C2CCCCCCC2)cc1, CO, [Na+], [OH-], O. The product is O=C(O)C(=O)c1ccc(OCC(=O)C2CCCCCCC2)cc1. As a reaction SMILES: [CH2:1]([CH3:2])[O:3][C:4]([C:5]([c:6]1[cH:7][cH:8][c:9]([O:12][CH2:13][C:14](=[O:15])[CH:16]2[CH2:17][CH2:18][CH2:19][CH2:20][CH2:21][CH2:22][CH2:23]2)[cH:10][cH:11]1)=[O:24])=[O:25].[CH3:29][OH:30].[Na+:27].[OH-:26].[OH2:28]>>[O:3]=[C:4]([C:5]([c:6]1[cH:7][cH:8][c:9]([O:12][CH2:13][C:14](=[O:15])[CH:16]2[CH2:17][CH2:18][CH2:19][CH2:20][CH2:21][CH2:22][CH2:23]2)[cH:10][cH:11]1)=[O:24])[OH:25]. The reactants are CCN=C=NCCCN(C)C, CCN(C(C)C)C(C)C, Cc1cccc(Cl)c1S(=O)(=O)N(CCOCC(=O)O)C1CC1, ClCCl, CC(C)(C)OC(=O)N1CCC(CCCN2CCCC2)(c2cccc(F)c2)CC1, O=C(O)C(F)(F)F, On1nnc2ccccc21. The product is Cc1cccc(Cl)c1S(=O)(=O)N(CCOCC(=O)N1CCC(CCCN2CCCC2)(c2cccc(F)c2)CC1)C1CC1. Reaction SMILES: [CH3:58][CH2:59][N:60]=[C:61]=[N:62][CH2:63][CH2:64][CH2:65][N:66]([CH3:67])[CH3:68].[CH:79]([N:80]([CH2:81][CH3:82])[CH:83]([CH3:84])[CH3:85])([CH3:86])[CH3:87].[Cl:36][c:37]1[c:38]([S:44](=[O:45])(=[O:46])[N:47]([CH:48]2[CH2:49][CH2:50]2)[CH2:51][CH2:52][O:53][CH2:54][C:55]([OH:56])=[O:57])[c:39]([CH3:43])[cH:40][cH:41][cH:42]1.[Cl:88][CH2:89][Cl:90].[F:1][c:2]1[cH:3][c:4]([C:8]2([CH2:21][CH2:22][CH2:23][N:24]3[CH2:25][CH2:26][CH2:27][CH2:28]3)[CH2:9][CH2:10][N:11]([C:14](=[O:15])[O:16][C:17]([CH3:18])([CH3:19])[CH3:20])[CH2:12][CH2:13]2)[cH:5][cH:6][cH:7]1.[F:29][C:30]([F:31])([F:32])[C:33]([OH:34])=[O:35].[OH:69][n:70]1[c:71]2[c:72]([cH:73][cH:74][cH:75][cH:76]2)[n:77][n:78]1>>[F:1][c:2]1[cH:3][c:4]([C:8]2([CH2:21][CH2:22][CH2:23][N:24]3[CH2:25][CH2:26][CH2:27][CH2:28]3)[CH2:9][CH2:10][N:11]([C:14](=[O:15])[CH2:54][O:53][CH2:52][CH2:51][N:47]([S:44]([c:38]3[c:37]([Cl:36])[cH:42][cH:41][cH:40][c:39]3[CH3:43])(=[O:45])=[O:46])[CH:48]3[CH2:49][CH2:50]3)[CH2:12][CH2:13]2)[cH:5][cH:6][cH:7]1. Reactants: C(C)(C)I (isopropyliodide), COC1=C(C=CC=C1)C1CN(CC1)CC=1C=CC(NC1)=O ((+)-5-[3-(2-methoxyphenyl)pyrrolidin-1-ylmethyl]-1H-pyridin-2-one), C(C)(C)I (isopropyl-iodide), C(=O)([O-])[O-].[Na+].[Na+] (Na2CO3). Solvent: C1(=CC=CC=C1)C (toluene). Conditions: time 8 hour. Product: C(C)(C)N1C(C=CC(=C1)CN1CC(CC1)C1=C(C=CC=C1)OC)=O ((+)-1-Isopropyl-5-[3-(2-methoxyphenyl)pyrrolidin-1-ylmethyl]-1H-pyridin-2-one). RXN SMILES: [CH3:1][O:2][C:3]1[CH:8]=[CH:7][CH:6]=[CH:5][C:4]=1[CH:9]1[CH2:13][CH2:12][N:11]([CH2:14][C:15]2[CH:16]=[CH:17][C:18](=[O:21])[NH:19][CH:20]=2)[CH2:10]1.C([O-])([O-])=O.[Na+].[Na+].[CH:28](I)([CH3:30])[CH3:29]>C1(C)C=CC=CC=1>[CH:28]([N:19]1[CH:20]=[C:15]([CH2:14][N:11]2[CH2:12][CH2:13][CH:9]([C:4]3[CH:5]=[CH:6][CH:7]=[CH:8][C:3]=3[O:2][CH3:1])[CH2:10]2)[CH:16]=[CH:17][C:18]1=[O:21])([CH3:30])[CH3:29] |f:1.2.3|. Procedure: 9.75 g of (+)-5-[3-(2-methoxyphenyl)pyrrolidin-1-ylmethyl]-1H-pyridin-2-one (example 2) are dissolved in 170 ml of toluene. 14.2 g of Na2CO3, followed by 6.9 ml of isopropyl-iodide are added to the solution which is stirred at 100° overnight. Subsequently, another 3.4 g of isopropyliodide are added and stirring continued for additional 17 hours. The reaction solution is extracted with water and the combined organic phases dried and evaporated resulting in an oily residue which is purified by fla...